Dataset: the Open Reaction Database (ORD), a public repository of structured organic reaction records. Task: describe an organic reaction: reactants, conditions, products, and yield Starting materials: [BH4-], CC(C)(C)OC(=O)N(CCF)Cc1ccc(Cl)c(C=O)c1, CO, NC1CC1, [Na+]. Product: CC(C)(C)OC(=O)N(CCF)Cc1ccc(Cl)c(CNC2CC2)c1. As a reaction SMILES: [BH4-:26].[C:1]([CH3:2])([CH3:3])([CH3:4])[O:5][C:6]([N:7]([CH2:8][CH2:9][F:10])[CH2:11][c:12]1[cH:13][c:14]([CH:19]=[O:20])[c:15]([Cl:18])[cH:16][cH:17]1)=[O:21].[CH3:28][OH:29].[CH:22]1([NH2:25])[CH2:23][CH2:24]1.[Na+:27]>>[C:1]([CH3:2])([CH3:3])([CH3:4])[O:5][C:6]([N:7]([CH2:8][CH2:9][F:10])[CH2:11][c:12]1[cH:13][c:14]([CH2:19][NH:25][CH:22]2[CH2:23][CH2:24]2)[c:15]([Cl:18])[cH:16][cH:17]1)=[O:21]. Reactants: NNC(=O)NCc1ccccc1, Cc1ccc2c(c1)C(=O)C(=O)N2CCN(C(C)C)C(C)C, Cl. Yields the product Cc1ccc2c(c1)C(=NNC(=O)NCc1ccccc1)C(=O)N2CCN(C(C)C)C(C)C. RXN SMILES: [CH2:23]([c:24]1[cH:25][cH:26][cH:27][cH:28][cH:29]1)[NH:30][C:31]([NH:32][NH2:33])=[O:34].[CH:1]([CH3:2])([CH3:3])[N:4]([CH2:5][CH2:6][N:7]1[C:8](=[O:9])[C:10](=[O:11])[c:12]2[cH:13][c:14]([CH3:18])[cH:15][cH:16][c:17]21)[CH:19]([CH3:20])[CH3:21].[ClH:22]>>[CH:1]([CH3:2])([CH3:3])[N:4]([CH2:5][CH2:6][N:7]1[C:8](=[O:9])[C:10](=[N:33][NH:32][C:31]([NH:30][CH2:23][c:24]2[cH:25][cH:26][cH:27][cH:28][cH:29]2)=[O:34])[c:12]2[cH:13][c:14]([CH3:18])[cH:15][cH:16][c:17]21)[CH:19]([CH3:20])[CH3:21]. Reactants: Cl (HCl), C(C1=CC=CC=C1)N(C12C=3N(CC(CC1)CC2)C(C(=C(N3)C(=O)OCC)OC(=O)C3=CC=CC=C3)=O)CC (ethyl 10-(benzyl(ethyl)amino)-4-oxo-3-((phenylcarbonyl)oxy)-4,6,7,8,9,10-hexahydro-7,10-ethanopyrimido[1,2-a]azepine-2-carboxylate), [H][H] (hydrogen). The reagents and catalysts are [Pd] (Pd/C). Solvent: CO (methanol). Product: C(C)NC12C=3N(CC(CC1)CC2)C(C(=C(N3)C(=O)OCC)OC(=O)C3=CC=CC=C3)=O (Ethyl 10-(ethylamino)-4-oxo-3-((phenylcarbonyl)oxy)-4,6,7,8,9,10-hexahydro-7,10-ethanopyrimido[1,2-a]azepine-2-carboxylate). Reaction SMILES: [CH2:1]([N:8](CC)[C:9]12[CH2:17][CH2:16][CH:13]([CH2:14][CH2:15]1)[CH2:12][N:11]1[C:18](=[O:36])[C:19]([O:27][C:28]([C:30]3[CH:35]=[CH:34][CH:33]=[CH:32][CH:31]=3)=[O:29])=[C:20]([C:22]([O:24][CH2:25][CH3:26])=[O:23])[N:21]=[C:10]21)[C:2]1C=CC=CC=1.Cl.[H][H]>CO.[Pd]>[CH2:1]([NH:8][C:9]12[CH2:17][CH2:16][CH:13]([CH2:14][CH2:15]1)[CH2:12][N:11]1[C:18](=[O:36])[C:19]([O:27][C:28]([C:30]3[CH:35]=[CH:34][CH:33]=[CH:32][CH:31]=3)=[O:29])=[C:20]([C:22]([O:24][CH2:25][CH3:26])=[O:23])[N:21]=[C:10]21)[CH3:2]. Procedure: To a mixture of ethyl 10-(benzyl(ethyl)amino)-4-oxo-3-((phenylcarbonyl)oxy)-4,6,7,8,9,10-hexahydro-7,10-ethanopyrimido[1,2-a]azepine-2-carboxylate (120 mg, 0.233 mmol) in methanol (5 mL) was added 1N HCl (0.256 mL, 0.256 mmol) followed by Pd/C (24.77 mg, 0.023 mmol) and the mixture stirred under 1 atm hydrogen for 18 h. The mixture was filtered and the solids thoroughly washed with dichloromethane. The filtrate was concentrated under reduced pressure and dried under high vacuum overnight to affo... Starting materials: C1CCOC1, CCOC(C)=O, [H][H], O=[N+]([O-])c1ccc(Oc2ccc(O)cc2)cc1, [Pt]. Product: Nc1ccc(Oc2ccc(O)cc2)cc1. RXN SMILES: [CH2:18]1[O:19][CH2:20][CH2:21][CH2:22]1.[CH3:26][CH2:27][O:28][C:29](=[O:30])[CH3:31].[H:23][H:24].[OH:1][c:2]1[cH:3][cH:4][c:5]([O:6][c:7]2[cH:8][cH:9][c:10]([N+:13]([O-:14])=[O:15])[cH:11][cH:12]2)[cH:16][cH:17]1.[Pt:25]>>[OH:1][c:2]1[cH:3][cH:4][c:5]([O:6][c:7]2[cH:8][cH:9][c:10]([NH2:13])[cH:11][cH:12]2)[cH:16][cH:17]1. Yield: 74.9%. Procedure details: 346 g of stannous chloride were added to a mixture of 35 g of N-methyl-5-methoxy-2-nitroaniline [prepared as described in step (d) above], 900 ml of t-butanol and 100 ml of ethyl acetate at room temperature, and the resulting mixture was stirred at 60° C. for 2 hours, after which 11 g of sodium borohydride were added in portions at 60° C. over a period of about 1 hour. The reaction mixture was then stirred at 60° C. for 3 hours, after which it was allowed to stand at room temperature for 2 days.... Product: COC=1C=CC(=C(C1)NC)N (5-Methoxy-N-methyl-1,2-phenylenediamine). Run at temperature 60 celsius, time 2 hour. The solvent is C(C)(=O)OCC (ethyl acetate). Reaction SMILES: [CH3:1][NH:2][C:3]1[CH:8]=[C:7]([O:9][CH3:10])[CH:6]=[CH:5][C:4]=1[N+:11]([O-])=O.C(O)(C)(C)C.[BH4-].[Na+].C(=O)([O-])O.[Na+]>C(OCC)(=O)C>[CH3:10][O:9][C:7]1[CH:6]=[CH:5][C:4]([NH2:11])=[C:3]([NH:2][CH3:1])[CH:8]=1 |f:2.3,4.5|. The reactants are C(O)([O-])=O.[Na+] (sodium hydrogencarbonate), [BH4-].[Na+] (sodium borohydride), ice water, stannous chloride, CNC1=C(C=CC(=C1)OC)[N+](=O)[O-] (N-methyl-5-methoxy-2-nitroaniline), C(C)(C)(C)O (t-butanol).